From a dataset of the Open Reaction Database (ORD), a public repository of structured organic reaction records. describe an organic reaction: reactants, conditions, products, and yield The reactants are Cl.NC1=CC(=C(C(=O)NCCN(CC)CC)C=C1Cl)O (4-amino-5-chloro-N-[2-(diethylamino)ethyl]-2-hydroxybenzamide hydrochloride), [H-].[Na+] (sodium hydride), ClCC#N (chloroacetonitrile), [Br-].[Na+] (sodium bromide). Solvent: O (water), CN(C)C=O (DMF), C(Cl)Cl (methylene chloride). Reaction conditions: time 20 minute. The product is NC1=CC(=C(C(=O)NCCN(CC)CC)C=C1Cl)OCC#N (4-Amino-5-chloro-2-cyanomethoxy-N-[2-(diethylamino)ethyl]benzamide). Yield: 57.3%. Reaction SMILES: [H-].[Na+].Cl.[NH2:4][C:5]1[C:20]([Cl:21])=[CH:19][C:8]([C:9]([NH:11][CH2:12][CH2:13][N:14]([CH2:17][CH3:18])[CH2:15][CH3:16])=[O:10])=[C:7]([OH:22])[CH:6]=1.Cl[CH2:24][C:25]#[N:26].[Br-].[Na+]>CN(C=O)C.C(Cl)Cl.O>[NH2:4][C:5]1[C:20]([Cl:21])=[CH:19][C:8]([C:9]([NH:11][CH2:12][CH2:13][N:14]([CH2:15][CH3:16])[CH2:17][CH3:18])=[O:10])=[C:7]([O:22][CH2:24][C:25]#[N:26])[CH:6]=1 |f:0.1,2.3,5.6|. Reported procedure: To a stirred suspension of sodium hydride (420 mg of 60%, 10.5 mmoles, washed with n-pentane) in 10 ml DMF was added 4-amino-5-chloro-N-[2-(diethylamino)ethyl]-2-hydroxybenzamide hydrochloride (1.612 g, 5 mmoles) and the mixture stirred for 20 minutes, followed by cooling (ice bath) and addition of chloroacetonitrile (418 mg, 5.5 mmoles) and sodium bromide (100 mg). The mixture was stirred in the cold for 1 hour and at ambient temperature for 16 hours, followed by pouring into a mixture of water... Reactants: C(CC)N1C(=O)N(C=2N=C(NC2C1=O)C1=CC(=NO1)OCC(=O)O)CCC (2-[5-(1,3-dipropyl-xanthin-8-yl)-isoxazol-3-yloxy]acetic acid), C1OC=2C=C(N)C=CC2O1 (3,4-methylenedioxyaniline), CCN=C=NCCCN(C)C (EDCI), C=1C=CC2=C(C1)N=NN2O (HOBt). As a reaction SMILES: [CH2:1]([N:4]1[C:13](=[O:14])[C:12]2[NH:11][C:10]([C:15]3[O:19][N:18]=[C:17]([O:20][CH2:21][C:22](O)=[O:23])[CH:16]=3)=[N:9][C:8]=2[N:7]([CH2:25][CH2:26][CH3:27])[C:5]1=[O:6])[CH2:2][CH3:3].[CH2:28]1[O:37][C:36]2[CH:35]=[CH:34][C:32]([NH2:33])=[CH:31][C:30]=2[O:29]1.CCN=C=NCCCN(C)C.C1C=CC2N(O)N=NC=2C=1>CN(C)C=O>[CH3:27][CH2:26][CH2:25][N:7]1[C:5](=[O:6])[N:4]([CH2:1][CH2:2][CH3:3])[C:13](=[O:14])[C:12]2[C:8]1=[N:9]/[C:10](/[N:11]=2)=[C:15]1/[CH:16]=[C:17]([O:20][CH2:21][C:22]([NH:33][C:32]2[CH:34]=[CH:35][C:36]3[O:37][CH2:28][O:29][C:30]=3[CH:31]=2)=[O:23])[NH:18][O:19]/1. Procedure: Condensation of 2-[5-(1,3-dipropyl-xanthin-8-yl)-isoxazol-3-yloxy]acetic acid (0.5 mmol) and 3,4-methylenedioxyaniline (1.3 mmol) in the presence of EDCI (1.12 mmol) and HOBt (1.14 mmol) in anhydrous dimethylformamide afforded the desired product. Solvent: CN(C=O)C (dimethylformamide). Yields the product CCCN1C2=N/C(=C\3/C=C(NO3)OCC(=O)NC4=CC5=C(C=C4)OCO5)/N=C2C(=O)N(C1=O)CCC (AS74).